From a dataset of the Open Reaction Database (ORD), a public repository of structured organic reaction records. describe an organic reaction: reactants, conditions, products, and yield Reactants: C(C)(C)(C)OC(=O)N1C(\C(\C2=CC=C(C=C12)Cl)=C/C1=CC(=CC=C1)Cl)=O (Z-6-chloro-3-(3-chloro-benzylidene)-2-oxo-2,3-dihydro-indole -1-carboxylic acid tert-butyl ester), C(C)(C)(C)[Si](O[C@H]1CC[C@H](CC1)OC1=C(C=C(C=C1)Cl)C=NC(=C)O[Si](C)(C)C)(C)C (1-[2-[cis-4-(tert-butyl-dimethyl-silanyloxy)-cyclohexyloxy]-5-chloro-phenyl]-3-trimethylsilyoxy-2-aza-1,3-butadiene). Run in C1(=CC=CC=C1)C (toluene). The product is 3R, ClC1=CC=C2C(=C1)NC(C21C(NC(CC1C1=CC(=CC=C1)Cl)=O)C1=C(C=CC(=C1)Cl)O[C@@H]1CC[C@@H](CC1)O)=O (6-chloro-2′-[5-chloro-2-(cis-4-hydroxy-cyclohexyloxy)-phenyl]-4′-(3-chlorophenyl)spiro[3H-indole-3,3′-piperidine]-2,6′(1H)-dione). Yield: 18.0%. RXN SMILES: C(OC([N:8]1[C:16]2[C:11](=[CH:12][CH:13]=[C:14]([Cl:17])[CH:15]=2)/[C:10](=[CH:18]/[C:19]2[CH:24]=[CH:23][CH:22]=[C:21]([Cl:25])[CH:20]=2)/[C:9]1=[O:26])=O)(C)(C)C.C([Si](C)(C)[O:32][C@@H:33]1[CH2:38][CH2:37][C@H:36]([O:39][C:40]2[CH:45]=[CH:44][C:43]([Cl:46])=[CH:42][C:41]=2[CH:47]=[N:48][C:49]([O:51][Si](C)(C)C)=[CH2:50])[CH2:35][CH2:34]1)(C)(C)C>C1(C)C=CC=CC=1>[Cl:17][C:14]1[CH:15]=[C:16]2[NH:8][C:9](=[O:26])[C:10]3([CH:18]([C:19]4[CH:24]=[CH:23][CH:22]=[C:21]([Cl:25])[CH:20]=4)[CH2:51][C:49](=[O:50])[NH:48][CH:47]3[C:41]3[CH:42]=[C:43]([Cl:46])[CH:44]=[CH:45][C:40]=3[O:39][C@H:36]3[CH2:35][CH2:34][C@@H:33]([OH:32])[CH2:38][CH2:37]3)[C:11]2=[CH:12][CH:13]=1. Procedure details: In a manner similar to the method described in example 1e, E/Z-6-chloro-3-(3-chloro-benzylidene)-2-oxo-2,3-dihydro-indole-1-carboxylic acid tert-butyl ester prepared in example 1b (1.52 g, 3.8 mmol) was reacted 1-[2-[cis-4-(tert-butyl-dimethyl-silanyloxy)-cyclohexyloxy]-5-chloro-phenyl]-3-trimethylsilyoxy-2-aza-1,3-butadiene (9.8 mmol) in toluene to give racemic(2′R, 3R, 4′S)-6-chloro-2′-[5-chloro-2-(cis-4-hydroxy-cyclohexyloxy)-phenyl]-4′-(3-chlorophenyl)spiro[3H-indole-3,3′-piperidine]-2,6′(1H...